This data is from the Open Reaction Database (ORD), a public repository of structured organic reaction records. The task is: describe an organic reaction: reactants, conditions, products, and yield Starting materials: BrCCCCCC(=O)Cl (6-bromohexanoyl chloride), CC(CO)(C)C (2,2-dimethylpropanol). Run in C1=CC=CC=C1 (benzene). The product is BrCCCCCC(=O)OCC(C)(C)C (neopentyl 6-bromohexanoate). Reaction SMILES: [Br:1][CH2:2][CH2:3][CH2:4][CH2:5][CH2:6][C:7](Cl)=[O:8].[CH3:10][C:11]([CH3:15])([CH3:14])[CH2:12][OH:13]>C1C=CC=CC=1>[Br:1][CH2:2][CH2:3][CH2:4][CH2:5][CH2:6][C:7]([O:13][CH2:12][C:11]([CH3:15])([CH3:14])[CH3:10])=[O:8]. Procedure details: A solution of 6-bromohexanoyl chloride (10.0 g, 0.047 mol) and 2,2-dimethylpropanol (4.96 g, 0.056 mol) in benzene (100 ml) was heated under reflux for 2 hours. The solvent was evaporated off under reduced pressure and the residue was dissolved in dichloromethane (200 ml), washed with aqueous sodium hydroxide (2M, 50 ml), water (50 ml) and dried (Na2SO4). The solvent was evaporated off under reduced pressure to give the crude product which was further purified by column chromatography (alumina, ... The reactants are CCOCC (Et2O), ClCC(=O)C1=CC=CC=C1 (2-Chloro-1-phenylethanone), FC1=CC=C(C=C1)C(C(=O)O[C@H]1CN2CCC1CC2)N2CCCCC2 ((R)-quinuclidin-3-yl 2-(4-fluorophenyl)-2-(piperidin-1-yl)acetate), ClCC(=O)C1=CC=CC=C1 (2-Chloro-1-phenylethanone). Solvent: CCOC(=O)C (EtOAc). Yields the product [Cl-].FC1=CC=C(C=C1)C(C(=O)O[C@H]1C[N+]2(CCC1CC2)CC(C2=CC=CC=C2)=O)N2CCCCC2 ((3R)-3-(2-(4-fluorophenyl)-2-(piperidin-1-yl)acetoxy)-1-(2-oxo-2-phenylethyl)-1-azoniabicyclo[2.2.2]octane chloride). Yield: 58.6%. RXN SMILES: [Cl:1][CH2:2][C:3]([C:5]1[CH:10]=[CH:9][CH:8]=[CH:7][CH:6]=1)=[O:4].[F:11][C:12]1[CH:17]=[CH:16][C:15]([CH:18]([N:30]2[CH2:35][CH2:34][CH2:33][CH2:32][CH2:31]2)[C:19]([O:21][C@@H:22]2[CH:27]3[CH2:28][CH2:29][N:24]([CH2:25][CH2:26]3)[CH2:23]2)=[O:20])=[CH:14][CH:13]=1.CCOCC>CCOC(C)=O>[Cl-:1].[F:11][C:12]1[CH:17]=[CH:16][C:15]([CH:18]([N:30]2[CH2:31][CH2:32][CH2:33][CH2:34][CH2:35]2)[C:19]([O:21][C@@H:22]2[CH:27]3[CH2:28][CH2:29][N+:24]([CH2:2][C:3](=[O:4])[C:5]4[CH:10]=[CH:9][CH:8]=[CH:7][CH:6]=4)([CH2:25][CH2:26]3)[CH2:23]2)=[O:20])=[CH:14][CH:13]=1 |f:4.5|. Reported procedure: 2-Chloro-1-phenylethanone (29.5 mg, 0.19 mmol) was added to a solution of (R)-quinuclidin-3-yl 2-(4-fluorophenyl)-2-(piperidin-1-yl)acetate (60 mg, 0.17 mmol) in EtOAc (3 ml). 2-Chloro-1-phenylethanone (8.85 mg, 0.06 mmol) were added and stirring was kept for 4 additional hours. Et2O was added and the precipitate was collected by suction filtration to obtain (3R)-3-(2-(4-fluorophenyl)-2-(piperidin-1-yl)acetoxy)-1-(2-oxo-2-phenylethyl)-1-azoniabicyclo[2.2.2]octane chloride (49.9 mg, 57.5% yield) ... The reactants are Cc1ccccc1, CN(C)C=O, O=[N+]([O-])c1ccc(Cl)c(S(=O)(=O)O)c1, [NH4+], C1CCOC1, [OH-], O=S(=O)(Cl)Cl, O=S(Cl)Cl. Yields the product NS(=O)(=O)c1cc([N+](=O)[O-])ccc1Cl. As a reaction SMILES: [CH3:26][c:27]1[cH:28][cH:29][cH:30][cH:31][cH:32]1.[CH3:38][N:39]([CH3:40])[CH:41]=[O:42].[Cl:5][c:6]1[c:7]([S:15](=[O:16])(=[O:17])[OH:18])[cH:8][c:9]([N+:12](=[O:13])[O-:14])[cH:10][cH:11]1.[NH4+:25].[O:33]1[CH2:34][CH2:35][CH2:36][CH2:37]1.[OH-:24].[S:19]([Cl:20])([Cl:21])(=[O:22])=[O:23].[S:1]([Cl:2])([Cl:3])=[O:4]>>[Cl:5][c:6]1[c:7]([S:15](=[O:16])(=[O:18])[NH2:25])[cH:8][c:9]([N+:12](=[O:13])[O-:14])[cH:10][cH:11]1. Reactants: ClC1=NC=NC2=CC(=C(C=C12)OC)OCC(F)(F)F (4-chloro-6-methoxy-7-(2,2,2-trifluoroethoxy)quinazoline), Cl.NC1=CC=C(C=CC(=O)O)C=C1 (4-aminocinnamic acid hydrochloride). Product: Cl.COC=1C=C2C=NC=NC2=CC1OCC(F)(F)F (6-methoxy-7-(2,2,2-trifluoroethoxy)quinazoline hydrochloride). Isolated yield 113.9%. Reaction SMILES: [Cl:1][C:2]1[C:11]2[C:6](=[CH:7][C:8]([O:14][CH2:15][C:16]([F:19])([F:18])[F:17])=[C:9]([O:12][CH3:13])[CH:10]=2)[N:5]=[CH:4][N:3]=1.Cl.NC1C=CC(C=CC(O)=O)=CC=1>>[ClH:1].[CH3:13][O:12][C:9]1[CH:10]=[C:11]2[C:6](=[CH:7][C:8]=1[O:14][CH2:15][C:16]([F:19])([F:17])[F:18])[N:5]=[CH:4][N:3]=[CH:2]2 |f:1.2,3.4|. Procedure: An analogous reaction to that described in example 3c, but starting with 4-chloro-6-methoxy-7-(2,2,2-trifluoroethoxy)quinazoline (4.50 g, 15.4 mmol) and 4-aminocinnamic acid hydrochloride (3.07 g, 15.4 mmol) yielded 4-(4-(2-carboxy)ethenyl)anilino)-6-methoxy-7-(2,2,2-trifluoroethoxy)quinazoline hydrochloride (5.17 g, 74% yield) as a white solid: Reactants: FC(OC1=C(C=CC=C1)CC(=O)O)(F)F (2-(2-(trifluoromethoxy)phenyl)acetic acid), ClC=1C=CC=C2C(CC3(CCNCC3)C12)CC(=O)OCC (ethyl 2-(7-chloro-2,3-dihydrospiro[indene-1,4′-piperidine]-3-yl)acetate). Product: ClC=1C=CC=C2C(CC3(CCN(CC3)C(CC3=C(C=CC=C3)OC(F)(F)F)=O)C12)CC(=O)O (2-(7-chloro-1′-(2-(2-(trifluoromethoxy)phenyl)acetyl)-2,3-dihydrospiro[indene-1,4′-piperidine]-3-yl)acetic acid). As a reaction SMILES: [F:1][C:2]([F:15])([F:14])[O:3][C:4]1[CH:9]=[CH:8][CH:7]=[CH:6][C:5]=1[CH2:10][C:11]([OH:13])=O.[Cl:16][C:17]1[CH:18]=[CH:19][CH:20]=[C:21]2[C:30]=1[C:24]1([CH2:29][CH2:28][NH:27][CH2:26][CH2:25]1)[CH2:23][CH:22]2[CH2:31][C:32]([O:34]CC)=[O:33]>>[Cl:16][C:17]1[CH:18]=[CH:19][CH:20]=[C:21]2[C:30]=1[C:24]1([CH2:25][CH2:26][N:27]([C:11](=[O:13])[CH2:10][C:5]3[CH:6]=[CH:7][CH:8]=[CH:9][C:4]=3[O:3][C:2]([F:1])([F:15])[F:14])[CH2:28][CH2:29]1)[CH2:23][CH:22]2[CH2:31][C:32]([OH:34])=[O:33]. Reported procedure: The title compound was prepared following a procedure analogous to that described in Example 1 2-(2-(trifluoromethoxy)phenyl)acetic acid and ethyl 2-(7-chloro-2,3-dihydrospiro[indene-1,4′-piperidine]-3-yl)acetate. LC-MS Method 1 tR=1.88, min, m/z=484, 482 The reactants are OC=1C=C(C=CC1)C1=NC(=C2NC(N(C2=N1)CC1CCOCC1)=O)C(=O)OC (Methyl 2-(3-hydroxyphenyl)-8-oxo-9-((tetrahydro-2H-pyran-4-yl)methyl)-8,9-dihydro-7H-purine-6-carboxylate), [Si](C1=CC=CC=C1)(C1=CC=CC=C1)(C(C)(C)C)OC=1C=C(C=CC1)C1=NC(=C2NC(N(C2=N1)CC1CCOCC1)=O)C(=O)OC (Methyl 2-(3-(tert-butyldiphenylsilyloxy)phenyl)-8-oxo-9-((tetrahydro-2H-pyran-4-yl)methyl)-8,9-dihydro-7H-purine-6-carboxylate). Run in [F-].C(CCC)[N+](CCCC)(CCCC)CCCC (tetrabutylammonium fluoride). Conditions: time 2 hour. The product is OC=1C=C(C=CC1)C1=NC(=C2NC(N(C2=N1)CC1CCOCC1)=O)C(=O)N (2-(3-HYDROXYPHENYL)-8-OXO-9-((TETRAHYDRO-2H-PYRAN-4-YL)METHYL)-8,9-DIHYDRO-7H-PURINE-6-CARBOXAMIDE). Isolated yield 58.0%. Reaction SMILES: [OH:1][C:2]1[CH:3]=[C:4]([C:8]2[N:16]=[C:15]3[C:11]([NH:12][C:13](=[O:24])[N:14]3[CH2:17][CH:18]3[CH2:23][CH2:22][O:21][CH2:20][CH2:19]3)=[C:10]([C:25]([O:27]C)=O)[N:9]=2)[CH:5]=[CH:6][CH:7]=1.[Si](OC1C=C(C2N=C3C(NC(=O)N3CC3CCOCC3)=C(C(OC)=O)[N:54]=2)C=CC=1)(C(C)(C)C)(C1C=CC=CC=1)C1C=CC=CC=1>[F-].C([N+](CCCC)(CCCC)CCCC)CCC>[OH:1][C:2]1[CH:3]=[C:4]([C:8]2[N:16]=[C:15]3[C:11]([NH:12][C:13](=[O:24])[N:14]3[CH2:17][CH:18]3[CH2:23][CH2:22][O:21][CH2:20][CH2:19]3)=[C:10]([C:25]([NH2:54])=[O:27])[N:9]=2)[CH:5]=[CH:6][CH:7]=1 |f:2.3|. Reported procedure: Methyl 2-(3-hydroxyphenyl)-8-oxo-9-((tetrahydro-2H-pyran-4-yl)methyl)-8,9-dihydro-7H-purine-6-carboxylate. Methyl 2-(3-(tert-butyldiphenylsilyloxy)phenyl)-8-oxo-9-((tetrahydro-2H-pyran-4-yl)methyl)-8,9-dihydro-7H-purine-6-carboxylate (0.202 g, 0.367 mmol) was dissolved in tetrahyrdrofuran (10 mL) and tetrabutylammonium fluoride on silica gel (0.294 g, 0.404 mmol) was added to the solution. The solution stirred at ambient temperature for two h. LCMS confirms product and no starting materials. The...